From a dataset of the Open Reaction Database (ORD), a public repository of structured organic reaction records. describe an organic reaction: reactants, conditions, products, and yield Reported procedure: (2S)-3-(3,4-dichlorophenyl)-2-methyl-N-(2-oxo-5-phenyl-2,3-dihydro-1H-1,4benzodiazepin-3-yl)propanamide (1.0 g) was dissolved in DMF and treated with cesium carbonate (2.1 g) and bromoacetic acid methyl ester (200□l), then left to stir at room temperature for 16 h. The mixture was partitioned between ethyl acetate and water and the organic layer washed (water, brine), dried (magnesium sulphate) and evaporated in vacuo. Purification by flash silica chromatography afforded {3-[3-(3,4-Dichloropheny... Solvent: CN(C)C=O (DMF). Product: COC(CN1C(C(N=C(C2=C1C=CC=C2)C2=CC=CC=C2)NC(C(CC2=CC(=C(C=C2)Cl)Cl)C)=O)=O)=O ({3-[3-(3,4-Dichlorophenyl)-2-methyl-propionylamino]-2-oxo-5-phenyl-2,3-dihydro-benzo[e][1,4]diazepin-1-yl}-acetic acid methyl ester). The reactants are C([O-])([O-])=O.[Cs+].[Cs+] (cesium carbonate), COC(CBr)=O (bromoacetic acid methyl ester), ClC=1C=C(C=CC1Cl)C[C@@H](C(=O)NC1C(NC2=C(C(=N1)C1=CC=CC=C1)C=CC=C2)=O)C ((2S)-3-(3,4-dichlorophenyl)-2-methyl-N-(2-oxo-5-phenyl-2,3-dihydro-1H-1,4benzodiazepin-3-yl)propanamide). Reaction SMILES: [Cl:1][C:2]1[CH:3]=[C:4]([CH2:9][C@H:10]([CH3:32])[C:11]([NH:13][CH:14]2[N:20]=[C:19]([C:21]3[CH:26]=[CH:25][CH:24]=[CH:23][CH:22]=3)[C:18]3[CH:27]=[CH:28][CH:29]=[CH:30][C:17]=3[NH:16][C:15]2=[O:31])=[O:12])[CH:5]=[CH:6][C:7]=1[Cl:8].C(=O)([O-])[O-].[Cs+].[Cs+].[CH3:39][O:40][C:41](=[O:44])[CH2:42]Br>CN(C=O)C>[CH3:39][O:40][C:41](=[O:44])[CH2:42][N:16]1[C:17]2[CH:30]=[CH:29][CH:28]=[CH:27][C:18]=2[C:19]([C:21]2[CH:26]=[CH:25][CH:24]=[CH:23][CH:22]=2)=[N:20][CH:14]([NH:13][C:11](=[O:12])[CH:10]([CH3:32])[CH2:9][C:4]2[CH:5]=[CH:6][C:7]([Cl:8])=[C:2]([Cl:1])[CH:3]=2)[C:15]1=[O:31] |f:1.2.3|. Run at time 16 hour. The reactants are CCCCOB(OCCCC)OCCCC, CCOc1sc(Br)cc1Br, O=C([O-])[O-], C1CCOC1, Ic1ccccc1, [Na+], [Na+], O, c1ccc(P(c2ccccc2)(c2ccccc2)[Pd](P(c2ccccc2)(c2ccccc2)c2ccccc2)(P(c2ccccc2)(c2ccccc2)c2ccccc2)P(c2ccccc2)(c2ccccc2)c2ccccc2)cc1. The product is CCOc1sc(-c2ccccc2)cc1Br. As a reaction SMILES: [B:11]([O:12][CH2:13][CH2:14][CH2:15][CH3:16])([O:17][CH2:18][CH2:19][CH2:20][CH3:21])[O:22][CH2:23][CH2:24][CH2:25][CH3:26].[Br:1][c:2]1[c:3]([O:8][CH2:9][CH3:10])[s:4][c:5]([Br:7])[cH:6]1.[C:34](=[O:35])([O-:36])[O-:37].[CH2:118]1[O:119][CH2:120][CH2:121][CH2:122]1.[I:27][c:28]1[cH:29][cH:30][cH:31][cH:32][cH:33]1.[Na+:38].[Na+:39].[OH2:117].[cH:40]1[cH:41][cH:42][c:43]([P:44]([Pd:45]([P:46]([c:47]2[cH:48][cH:49][cH:50][cH:51][cH:52]2)([c:53]2[cH:54][cH:55][cH:56][cH:57][cH:58]2)[c:59]2[cH:60][cH:61][cH:62][cH:63][cH:64]2)([P:65]([c:66]2[cH:67][cH:68][cH:69][cH:70][cH:71]2)([c:72]2[cH:73][cH:74][cH:75][cH:76][cH:77]2)[c:78]2[cH:79][cH:80][cH:81][cH:82][cH:83]2)[P:84]([c:85]2[cH:86][cH:87][cH:88][cH:89][cH:90]2)([c:91]2[cH:92][cH:93][cH:94][cH:95][cH:96]2)[c:97]2[cH:98][cH:99][cH:100][cH:101][cH:102]2)([c:103]2[cH:104][cH:105][cH:106][cH:107][cH:108]2)[c:109]2[cH:110][cH:111][cH:112][cH:113][cH:114]2)[cH:115][cH:116]1>>[Br:1][c:2]1[c:3]([O:8][CH2:9][CH3:10])[s:4][c:5](-[c:28]2[cH:29][cH:30][cH:31][cH:32][cH:33]2)[cH:6]1. Reactants: COC1=C(C=CC=C1)C1=NN(C2=NC=C(C=C21)C=2C=C(C=CC2)CC(=O)N(C)C)COCC[Si](C)(C)C (2-{3-[3-(2-methoxy-phenyl)-1-(2-trimethylsilanylethoxymethyl)-1H-pyrazolo[3,4-b]pyridin-5-yl]-phenyl}-N,N-dimethyl-acetamide), C(=O)(C(F)(F)F)O (TFA), solution. Solvent: CS(=O)C (DMSO). Product: COC1=C(C=CC=C1)C1=NNC2=NC=C(C=C21)C=2C=C(C=CC2)CC(=O)N(C)C (2-{3-[3-(2-methoxy-phenyl)-1H-pyrazolo[3,4-b]pyridin-5-yl]-phenyl}-N,N-dimethyl-acetamide). As a reaction SMILES: [CH3:1][O:2][C:3]1[CH:8]=[CH:7][CH:6]=[CH:5][C:4]=1[C:9]1[C:17]2[C:12](=[N:13][CH:14]=[C:15]([C:18]3[CH:19]=[C:20]([CH2:24][C:25]([N:27]([CH3:29])[CH3:28])=[O:26])[CH:21]=[CH:22][CH:23]=3)[CH:16]=2)[N:11](COCC[Si](C)(C)C)[N:10]=1.C(O)(C(F)(F)F)=O>CS(C)=O>[CH3:1][O:2][C:3]1[CH:8]=[CH:7][CH:6]=[CH:5][C:4]=1[C:9]1[C:17]2[C:12](=[N:13][CH:14]=[C:15]([C:18]3[CH:19]=[C:20]([CH2:24][C:25]([N:27]([CH3:29])[CH3:28])=[O:26])[CH:21]=[CH:22][CH:23]=3)[CH:16]=2)[NH:11][N:10]=1. Procedure details: To the crude 2-{3-[3-(2-methoxy-phenyl)-1-(2-trimethylsilanylethoxymethyl)-1H-pyrazolo[3,4-b]pyridin-5-yl]-phenyl}-N,N-dimethyl-acetamide obtained in last step was added TFA (2 mL) and the resulting mixture was sonicated till the residue was completely dissolved. The TFA was evaporated. The residue was treated with ethylene diamine (0.2 mL) to scavenge the formaldehyde which generated from the de-protection of the trimethylsilanylethoxymethyl group. The resulting mixture was sonicated till the r... RXN SMILES: [CH3:56][c:57]1[cH:58][cH:59][cH:60][cH:61][cH:62]1.[CH3:63][CH2:64][O:65][CH2:66][CH3:67].[I:55].[OH:1][CH:2]1[c:3]2[c:4]([cH:27][cH:28][cH:29][cH:30]2)[N:5]([S:17](=[O:18])(=[O:19])[c:20]2[cH:21][cH:22][c:23]([CH3:24])[cH:25][cH:26]2)[CH2:6][CH2:7][CH:8]1[NH:9][C:10]([O:11][C:12]([CH3:13])([CH3:14])[CH3:15])=[O:16].[c:36]1([P:37]([c:38]2[cH:39][cH:40][cH:41][cH:42][cH:43]2)[c:44]2[cH:45][cH:46][cH:47][cH:48][cH:49]2)[cH:50][cH:51][cH:52][cH:53][cH:54]1.[nH:31]1[cH:32][cH:33][n:34][cH:35]1>>[CH:2]1=[C:8]([NH:9][C:10]([O:11][C:12]([CH3:13])([CH3:14])[CH3:15])=[O:16])[CH2:7][CH2:6][N:5]([S:17](=[O:18])(=[O:19])[c:20]2[cH:21][cH:22][c:23]([CH3:24])[cH:25][cH:26]2)[c:4]2[c:3]1[cH:30][cH:29][cH:28][cH:27]2. Reactants: Cc1ccccc1, CCOCC, I, Cc1ccc(S(=O)(=O)N2CCC(NC(=O)OC(C)(C)C)C(O)c3ccccc32)cc1, c1ccc(P(c2ccccc2)c2ccccc2)cc1, c1c[nH]cn1. The product is Cc1ccc(S(=O)(=O)N2CCC(NC(=O)OC(C)(C)C)=Cc3ccccc32)cc1. The reactants are CC1COCC1 (3-methyl tetrahydofuran), HClO4, C1CCOC1 (THF), C(C)(=O)OC(C)=O (acetic anhydride). Run at temperature 5 celsius, time 8 hour. The product is CCCCO[C@@H](CC)CO (PTMG). RXN SMILES: [CH3:1][CH:2]1[CH2:6][CH2:5][O:4][CH2:3]1.[C:7](OC(=O)C)(=[O:9])C.[CH2:14]1COC[CH2:15]1>>[CH3:14][CH2:15][CH2:6][CH2:5][O:4][C@H:3]([CH2:7][OH:9])[CH2:2][CH3:1]. Procedure details: To a 500ml flask was added 154.9 g of THF, 50 g of 3-methyl tetrahydofuran and 8.9 g of 70 wt. % HClO4 aqueous solution. The solution was cooled to 5° C., titrated 48.0 g of acetic anhydride over 30 minutes, and then stirred for 8 hours at 5° C. After quenching the solution with 160.5 g of 17 wt. % aqueous solution of sodium hydroxide and stirring, the contents of the flask are allowed to settle and the water layer is removed. 50 g of 30 wt. % aqueous solution of sodium hydroxide is added to the... Starting materials: C(C)#N (acetonitrile), CC#N (CH3CN), CC#N (CH3CN), CO (methanol), C1CCOC1 (THF), P(=O)([O-])([O-])[O-] (phosphate), P(=O)([O-])([O-])[O-] (phosphate). Conditions: time 0.5 second. The product is N[C@@H](CC(C)C)C(=O)O (leucine). RXN SMILES: [CH3:1][C:2]#[N:3].[CH2:4]1[CH2:8]OC[CH2:5]1.P([O-])([O-])([O-])=[O:10].[CH3:14][OH:15]>>[NH2:3][C@H:2]([C:14]([OH:10])=[O:15])[CH2:1][CH:4]([CH3:8])[CH3:5]. Reported procedure: Solutions were injected onto an Ultrasphere ODS column (5 μm, 250×4.6 mm.i.d., Rainin Instruments (Woburn, MA., U.S.A.)) attached to an Hypersil ODS guard column (5 μm, 50×4.6 mm.i.d., Shandon Southern (Sewickley, Pa.)) packed in our laboratory. The elution was performed using isocratic mode for the pH-rate profile study using a mobile phase consisting of 25% acetonitrile and 75% phospate buffer (0.05M, pH 6.8). The gradient was done by the application of a solvent gradient provided by two Altex... Starting materials: CO (MeOH), CC1=C(C=C(C(N1)=O)C(=O)O)[N+](=O)[O-] (6-methyl-5-nitro-2-oxo-1,2-dihydropyridine-3-carboxylic acid), O=P(Cl)(Cl)Cl (POCl3), CN(C)C=O (DMF). The solvent is ClC1=CC=CC=C1 (chlorobenzene). Run at temperature 133 celsius, time 16 hour. The product is ClC1=C(C(=O)OC)C=C(C(=N1)C)[N+](=O)[O-] (Methyl 2-chloro-6-methyl-5-nitronicotinate). As a reaction SMILES: [CH3:1][C:2]1[NH:7][C:6](=O)[C:5](C(O)=O)=[CH:4][C:3]=1[N+:12]([O-:14])=[O:13].CN([CH:18]=[O:19])C.O=P(Cl)(Cl)[Cl:22].[CH3:25][OH:26]>ClC1C=CC=CC=1>[Cl:22][C:6]1[N:7]=[C:2]([CH3:1])[C:3]([N+:12]([O-:14])=[O:13])=[CH:4][C:5]=1[C:25]([O:19][CH3:18])=[O:26]. Procedure: To a suspension of 6-methyl-5-nitro-2-oxo-1,2-dihydropyridine-3-carboxylic acid (commercially available) (12.5 g, 63.1 mmol) in chlorobenzene (210 ml) was added DMF (2.442 ml, 31.5 mmol) followed by POCl3 (23.52 ml, 252 mmol). The mixture was heated at 133° C. for 1 hr. After cooling to RT, the mixture was concentrated in vacuo. The residue was cooled in an ice bath, treated with MeOH (200 ml, 4944 mmol) and stirred at RT for 16 hrs. The mixture was concentrated in vacuo and the residue was part...